This data is from the Open Reaction Database (ORD), a public repository of structured organic reaction records. The task is: describe an organic reaction: reactants, conditions, products, and yield Reactants: CCC(CC)n1c(O)nc2ncc(Br)nc21, C[S-], CN1CCCC1=O, [Na+]. Yields the product CCC(CC)n1c(O)nc2ncc(SC)nc21. RXN SMILES: [Br:1][c:2]1[cH:3][n:4][c:5]2[c:6]([n:7]1)[n:8]([CH:12]([CH2:13][CH3:14])[CH2:15][CH3:16])[c:9]([OH:11])[n:10]2.[CH3:17][S-:18].[CH3:20][N:21]1[CH2:22][CH2:23][CH2:24][C:25]1=[O:26].[Na+:19]>>[c:2]1([S:18][CH3:17])[cH:3][n:4][c:5]2[c:6]([n:7]1)[n:8]([CH:12]([CH2:13][CH3:14])[CH2:15][CH3:16])[c:9]([OH:11])[n:10]2. Starting materials: COc1ccc(CN2C(=O)C(=O)c3ccccc32)cc1, CC(C)[Mg+], [Cl-], ClCCCl, Cl, C1CCOC1, N#Cc1ccc(O)cc1O. Yields the product COc1ccc(CN2C(=O)C(O)(c3cc(C#N)c(O)cc3O)c3ccccc32)cc1. Reaction SMILES: [CH3:16][O:17][c:18]1[cH:19][cH:20][c:21]([CH2:22][N:23]2[C:24](=[O:33])[C:25](=[O:32])[c:26]3[cH:27][cH:28][cH:29][cH:30][c:31]32)[cH:34][cH:35]1.[CH:12]([Mg+:13])([CH3:14])[CH3:15].[Cl-:11].[Cl:42][CH2:43][CH2:44][Cl:45].[ClH:36].[O:37]1[CH2:38][CH2:39][CH2:40][CH2:41]1.[OH:1][c:2]1[c:3]([C:4]#[N:5])[cH:6][cH:7][c:8]([OH:10])[cH:9]1>>[OH:1][c:2]1[c:3]([C:4]#[N:5])[cH:6][c:7]([C:25]2([OH:32])[C:24](=[O:33])[N:23]([CH2:22][c:21]3[cH:20][cH:19][c:18]([O:17][CH3:16])[cH:35][cH:34]3)[c:31]3[c:26]2[cH:27][cH:28][cH:29][cH:30]3)[c:8]([OH:10])[cH:9]1.